From a dataset of the Open Reaction Database (ORD), a public repository of structured organic reaction records. describe an organic reaction: reactants, conditions, products, and yield Reaction SMILES: [Br:1][c:2]1[c:3]([Cl:10])[c:4]([Br:9])[cH:5][c:6]([CH3:8])[cH:7]1.[C:11]([c:12]1[cH:13][cH:14][cH:15][cH:16][cH:17]1)([c:18]1[cH:19][cH:20][cH:21][cH:22][cH:23]1)=[NH:24].[CH2:44]1[O:45][CH2:46][CH2:47][CH2:48]1.[CH3:25][C:26]([CH3:27])([O-:28])[CH3:29].[CH3:32][c:33]1[cH:34][cH:35][cH:36][cH:37][cH:38]1.[CH3:39][CH2:40][O:41][CH2:42][CH3:43].[ClH:31].[Na+:30].[O:51]=[C:52]([CH:53]=[CH:54][c:55]1[cH:56][cH:57][cH:58][cH:59][cH:60]1)[CH:61]=[CH:62][c:63]1[cH:64][cH:65][cH:66][cH:67][cH:68]1.[O:69]=[C:70]([CH:71]=[CH:72][c:73]1[cH:74][cH:75][cH:76][cH:77][cH:78]1)[CH:79]=[CH:80][c:81]1[cH:82][cH:83][cH:84][cH:85][cH:86]1.[O:87]=[C:88]([CH:89]=[CH:90][c:91]1[cH:92][cH:93][cH:94][cH:95][cH:96]1)[CH:97]=[CH:98][c:99]1[cH:100][cH:101][cH:102][cH:103][cH:104]1.[Pd:49].[Pd:50]>>[Br:1][c:2]1[c:3]([Cl:10])[c:4]([NH2:24])[cH:5][c:6]([CH3:8])[cH:7]1. The reactants are Cc1cc(Br)c(Cl)c(Br)c1, N=C(c1ccccc1)c1ccccc1, C1CCOC1, CC(C)(C)[O-], Cc1ccccc1, CCOCC, Cl, [Na+], O=C(C=Cc1ccccc1)C=Cc1ccccc1, O=C(C=Cc1ccccc1)C=Cc1ccccc1, O=C(C=Cc1ccccc1)C=Cc1ccccc1, [Pd], [Pd]. Product: Cc1cc(N)c(Cl)c(Br)c1. Starting materials: C(C)(C)(C)OC(C1=CC=C(C=C1)C#C[Si](C)(C)C)=O (4-(trimethylsilylethinyl)-benzoic acid tert.-butyl ester), C([O-])([O-])=O.[K+].[K+] (potassium carbonate). The solvent is CO (methanol). Yields the product C(C)(C)(C)OC(C1=CC=C(C=C1)C#C)=O (4-ethinyl-benzoic acid tert.-butyl ester). The yield is 95.9%. As a reaction SMILES: [C:1]([O:5][C:6](=[O:19])[C:7]1[CH:12]=[CH:11][C:10]([C:13]#[C:14][Si](C)(C)C)=[CH:9][CH:8]=1)([CH3:4])([CH3:3])[CH3:2].C(=O)([O-])[O-].[K+].[K+]>CO>[C:1]([O:5][C:6](=[O:19])[C:7]1[CH:8]=[CH:9][C:10]([C:13]#[CH:14])=[CH:11][CH:12]=1)([CH3:4])([CH3:3])[CH3:2] |f:1.2.3|. Procedure details: 274.4 g of 4-(trimethylsilylethinyl)-benzoic acid tert.-butyl ester and 12.5 g of anhydrous potassium carbonate in 1.5 l of absolute methanol are stirred together for 3 hours under nitrogen. The reaction mixture is then concentrated by evaporation and worked up with CH2Cl2 /H2O to yield 194 g of 4-ethinyl-benzoic acid tert.-butyl ester. The reactants are CCCc1nc(CC)c(Br)c(=O)n1Cc1ccc(-c2ccccc2C#N)cc1, CS(C)=O, CCOC(C)=O, [K+], [OH-], CC(C)(CO)Oc1ccc(O)cc1. Yields the product CCCc1nc(CC)c(Oc2ccc(OC(C)(C)CO)cc2)c(=O)n1Cc1ccc(-c2ccccc2C#N)cc1. RXN SMILES: [Br:1][c:2]1[c:3]([CH2:27][CH3:28])[n:4][c:5]([CH2:24][CH2:25][CH3:26])[n:6]([CH2:9][c:10]2[cH:11][cH:12][c:13](-[c:16]3[c:17]([C:22]#[N:23])[cH:18][cH:19][cH:20][cH:21]3)[cH:14][cH:15]2)[c:7]1=[O:8].[CH3:44][S:45](=[O:46])[CH3:47].[CH3:48][CH2:49][O:50][C:51](=[O:52])[CH3:53].[K+:43].[OH-:42].[OH:29][CH2:30][C:31]([O:32][c:33]1[cH:34][cH:35][c:36]([OH:39])[cH:37][cH:38]1)([CH3:40])[CH3:41]>>[c:2]1([O:39][c:36]2[cH:35][cH:34][c:33]([O:32][C:31]([CH2:30][OH:29])([CH3:40])[CH3:41])[cH:38][cH:37]2)[c:3]([CH2:27][CH3:28])[n:4][c:5]([CH2:24][CH2:25][CH3:26])[n:6]([CH2:9][c:10]2[cH:11][cH:12][c:13](-[c:16]3[c:17]([C:22]#[N:23])[cH:18][cH:19][cH:20][cH:21]3)[cH:14][cH:15]2)[c:7]1=[O:8].